From a dataset of the Open Reaction Database (ORD), a public repository of structured organic reaction records. describe an organic reaction: reactants, conditions, products, and yield Reactants: OS(=O)(=O)O.O=S(=O)=O (oleum), OS(=O)(=O)O.O=S(=O)=O (oleum), 100, C(C)(C)(C)C=1C(=C(C(=O)O)C=CC1)C(C1=CC=CC=C1)=O (tertiary butylbenzoylbenzoic acid), ClC=1C(=C(C=CC1)Cl)Cl (trichlorobenzene). Run in O (water). Run at temperature 90 celsius, time 4 hour. Product: 480, ClC=1C(=C(C=CC1)Cl)Cl (trichlorobenzene), C(C)(C)(C)C1=CC=CC=2C(C3=CC=CC=C3C(C12)=O)=O (tertiary butylanthraquinone). RXN SMILES: OS(O)(=O)=O.O=S(=O)=O.[C:10]([C:14]1[C:15]([C:23](=[O:30])[C:24]2[CH:29]=[CH:28][CH:27]=[CH:26][CH:25]=2)=[C:16]([CH:20]=[CH:21][CH:22]=1)[C:17](O)=[O:18])([CH3:13])([CH3:12])[CH3:11].[Cl:31][C:32]1[C:33]([Cl:39])=[C:34]([Cl:38])[CH:35]=[CH:36][CH:37]=1>O>[Cl:31][C:32]1[C:33]([Cl:39])=[C:34]([Cl:38])[CH:35]=[CH:36][CH:37]=1.[C:10]([C:14]1[C:15]2[C:23](=[O:30])[C:24]3[C:29](=[CH:28][CH:27]=[CH:26][CH:25]=3)[C:17](=[O:18])[C:16]=2[CH:20]=[CH:21][CH:22]=1)([CH3:13])([CH3:11])[CH3:12] |f:0.1|. Procedure details: To 400 parts of 10.5% oleum there was added a solution of 100 parts of tertiary butylbenzoylbenzoic acid in 600 parts of commercial trichlorobenzene. The solution was added gradually over a 30 minute period to the well-stirred oleum held at 80° to 90° C. After the addition was complete, the reaction mixture was stirred at 90° C for 4 hours, then poured into 2000 parts of cold water. The aqueous and organic layers were allowed to separate, and the aqueous layer was removed by decantation. After w... Starting materials: C1CCOC1, [Na+], [OH-], C=C(c1ccccc1)c1ccc2nc(C(=O)OCC)sc2n1. The product is [Na+], C=C(c1ccccc1)c1ccc2nc(C(=O)[O-])sc2n1. As a reaction SMILES: [CH2:25]1[O:26][CH2:27][CH2:28][CH2:29]1.[Na+:24].[OH-:23].[c:1]1([C:7](=[CH2:8])[c:9]2[cH:10][cH:11][c:12]3[c:13]([n:14]2)[s:15][c:16]([C:18](=[O:19])[O:20][CH2:21][CH3:22])[n:17]3)[cH:2][cH:3][cH:4][cH:5][cH:6]1>>[Na+:24].[c:1]1([C:7](=[CH2:8])[c:9]2[cH:10][cH:11][c:12]3[c:13]([n:14]2)[s:15][c:16]([C:18](=[O:19])[O-:20])[n:17]3)[cH:2][cH:3][cH:4][cH:5][cH:6]1. Reactants: Cl (hydrogen chloride), Cl (Hydrogen chloride), solution, NC1=NC2=CC=CN=C2C2=C1N=C1N2CCN1C(=O)OC(C)(C)C (tert-butyl 6-amino-9,10-dihydro-8H-imidazo[1′,2′:1,2]imidazo[4,5-c][1,5]naphthyridine-8-carboxylate). Solvent: O1CCOCC1 (1,4-dioxane), CO (methanol). Run at time 3 hour. Product: N1=C2C3=C(C(=NC2=CC=C1)N)N=C1N3CCN1 (9,10-dihydro-8H-imidazo[1′,2′:1,2]imidazo[4,5-c][1,5]naphthyridin-6-amine). Isolated yield 114.1%. Reaction SMILES: Cl.[NH2:2][C:3]1[C:12]2[N:13]=[C:14]3[N:18](C(OC(C)(C)C)=O)[CH2:17][CH2:16][N:15]3[C:11]=2[C:10]2[C:5](=[CH:6][CH:7]=[CH:8][N:9]=2)[N:4]=1>O1CCOCC1.CO>[N:9]1[CH:8]=[CH:7][CH:6]=[C:5]2[C:10]=1[C:11]1[N:15]3[CH2:16][CH2:17][NH:18][C:14]3=[N:13][C:12]=1[C:3]([NH2:2])=[N:4]2. Reported procedure: Hydrogen chloride (3.37 mL of a 4 N solution in 1,4-dioxane) was added to a mixture of tert-butyl 6-amino-9,10-dihydro-8H-imidazo[1′,2′:1,2]imidazo[4,5-c][1,5]naphthyridine-8-carboxylate (0.22 g, 0.67 mmol) in methanol (5 mL), and the resulting solution was stirred for three hours. Analysis by HPLC indicated the presence of starting material, and additional hydrogen chloride solution (3 mL) was added. The reaction was stirred at room temperature overnight and concentrated under reduced pressure.... Starting materials: [H-].[Na+] (sodium hydride), BrC=1N=C(SC1)C1=NNC2=NC=CC=C21 (3-(4-bromothiazol-2-yl)-1H-pyrazolo[5,4-b]pyridine), ClC(C1=CC=CC=C1)(C1=CC=CC=C1)C1=CC=CC=C1 ((chloro-diphenyl-methyl)benzene). The solvent is CN(C)C=O (DMF). Reaction conditions: time 2 hour. Product: BrC=1N=C(SC1)C1=NN(C2=NC=CC=C21)C(C2=CC=CC=C2)(C2=CC=CC=C2)C2=CC=CC=C2 (4-Bromo-2-(1-trityl-1H-pyrazolo[3,4-b]pyridin-3-yl)thiazole). Reaction SMILES: [Br:1][C:2]1[N:3]=[C:4]([C:7]2[C:15]3[C:10](=[N:11][CH:12]=[CH:13][CH:14]=3)[NH:9][N:8]=2)[S:5][CH:6]=1.[H-].[Na+].Cl[C:19]([C:32]1[CH:37]=[CH:36][CH:35]=[CH:34][CH:33]=1)([C:26]1[CH:31]=[CH:30][CH:29]=[CH:28][CH:27]=1)[C:20]1[CH:25]=[CH:24][CH:23]=[CH:22][CH:21]=1>CN(C=O)C>[Br:1][C:2]1[N:3]=[C:4]([C:7]2[C:15]3[C:10](=[N:11][CH:12]=[CH:13][CH:14]=3)[N:9]([C:19]([C:20]3[CH:25]=[CH:24][CH:23]=[CH:22][CH:21]=3)([C:32]3[CH:33]=[CH:34][CH:35]=[CH:36][CH:37]=3)[C:26]3[CH:27]=[CH:28][CH:29]=[CH:30][CH:31]=3)[N:8]=2)[S:5][CH:6]=1 |f:1.2|. Procedure: A solution of 3-(4-bromothiazol-2-yl)-1H-pyrazolo[5,4-b]pyridine (161 mg, 0.5727 mmol) in DMF (3 mL) was cooled to 0° C. then sodium hydride (27.49 mg, 0.6872 mmol) was added in one portion. Stirred at 0° C. for 30 mins before (chloro-diphenyl-methyl)benzene (167.6 mg, 0.6013 mmol) was added. Ice-bath removed and stirred at room temperature for 2 h. Quenched with water, diluted with EtOAc. Organic layer then collected, washed with brine, dried (MgSO4), filtered and concentrated in vacuo. The reactants are BrC1=C(C=C(C=C1)O)OC (4-bromo-3-methoxyphenol), C12(CC3CC(CC(C1)C3)C2)O (1-adamantanol), CS(=O)(=O)O (MeSO3H). Run in C(Cl)Cl (CH2Cl2). Conditions: temperature 54 celsius. Product: C12(CC3CC(CC(C1)C3)C2)C=2C=C(C=C(C2Br)OC)O (3-(1-adamantyl)-4-bromo-5-methoxyphenol), C12(CC3CC(CC(C1)C3)C2)C2=C(C=C(C(=C2)Br)OC)O (2-(1-adamantyl)-4-bromo-5-methoxyphenol). Yield: 26.0%. Reaction SMILES: [Br:1][C:2]1[CH:7]=[CH:6][C:5]([OH:8])=[CH:4][C:3]=1[O:9][CH3:10].[C:11]12(O)[CH2:20][CH:15]3[CH2:16][CH:17]([CH2:19][CH:13]([CH2:14]3)[CH2:12]1)[CH2:18]2.CS(O)(=O)=O>C(Cl)Cl>[C:11]12([C:7]3[CH:6]=[C:5]([OH:8])[CH:4]=[C:3]([O:9][CH3:10])[C:2]=3[Br:1])[CH2:20][CH:15]3[CH2:16][CH:17]([CH2:19][CH:13]([CH2:14]3)[CH2:12]1)[CH2:18]2.[C:11]12([C:6]3[CH:7]=[C:2]([Br:1])[C:3]([O:9][CH3:10])=[CH:4][C:5]=3[OH:8])[CH2:20][CH:15]3[CH2:16][CH:17]([CH2:19][CH:13]([CH2:14]3)[CH2:12]1)[CH2:18]2. Procedure: A mixture of 4-bromo-3-methoxyphenol (6.33 g, 31.18 mmol), 1-adamantanol (4.75 g, 31.18 mmol) and MeSO3H (1.3 mL) in CH2Cl2 (22 mL) was stirred with heating at 54° C. (oil-bath) for 29 h. The resulting solution was quenched with H2O (30 mL) and extracted with EtOAc (140 mL). The extract was washed with H2O, 5% NaHCO3, and brine and dried. The residue obtained on concentration was purified on silica gel (0% to 15% EtOAc/hexane) to give 5.77 g (55%) of 3-(1-adamantyl)-4-bromo-5-methoxyphenol as a ...